The task is: describe an organic reaction: reactants, conditions, products, and yield. This data is from the Open Reaction Database (ORD), a public repository of structured organic reaction records. Starting materials: O=C1CCC(=O)N1Br, Cc1ccsc1C(=O)NCc1ccccc1, CC#N. Yields the product Cc1cc(Br)sc1C(=O)NCc1ccccc1. Reaction SMILES: [Br:17][N:18]1[C:19](=[O:20])[CH2:21][CH2:22][C:23]1=[O:24].[CH2:1]([c:2]1[cH:3][cH:4][cH:5][cH:6][cH:7]1)[NH:8][C:9](=[O:10])[c:11]1[s:12][cH:13][cH:14][c:15]1[CH3:16].[CH3:25][C:26]#[N:27]>>[CH2:1]([c:2]1[cH:3][cH:4][cH:5][cH:6][cH:7]1)[NH:8][C:9](=[O:10])[c:11]1[s:12][c:13]([Br:17])[cH:14][c:15]1[CH3:16]. The reactants are BrC=1C(=C2C(=NC1)NC=C2NC(COC)=O)F (N-(5-bromo-4-fluoro-1H-pyrrolo[2,3-b]pyridin-3-yl)-2-methoxyacetamide), CC1(CNCCC1)NC(OC(C)(C)C)=O (tert-butyl 3-methylpiperidin-3-ylcarbamate). Solvent: CCCCO (n-BuOH). The product is NC1(CN(CCC1)C1=C2C(=NC=C1Br)NC=C2NC(COC)=O)C (N-(4-(3-amino-3-methylpiperidin-1-yl)-5-bromo-1H-pyrrolo[2,3-b]pyridin-3-yl)-2-methoxyacetamide), BrC=1C(=C2C(=NC1)NC=C2NC(COC)=O)N2CC(CCC2)(C)NC(OC(C)(C)C)=O (tert-butyl 1-(5-bromo-3-(2-methoxyacetamido)-1H-pyrrolo[2,3-b]pyridin-4-yl)-3-methylpiperidin-3-ylcarbamate). Yield: 19.0%. Reaction SMILES: [Br:1][C:2]1[C:3](F)=[C:4]2[C:10]([NH:11][C:12](=[O:16])[CH2:13][O:14][CH3:15])=[CH:9][NH:8][C:5]2=[N:6][CH:7]=1.[CH3:18][C:19]1([NH:25][C:26](=[O:32])[O:27][C:28]([CH3:31])([CH3:30])[CH3:29])[CH2:24][CH2:23][CH2:22][NH:21][CH2:20]1>CCCCO>[NH2:25][C:19]1([CH3:18])[CH2:24][CH2:23][CH2:22][N:21]([C:3]2[C:2]([Br:1])=[CH:7][N:6]=[C:5]3[NH:8][CH:9]=[C:10]([NH:11][C:12](=[O:16])[CH2:13][O:14][CH3:15])[C:4]=23)[CH2:20]1.[Br:1][C:2]1[C:3]([N:21]2[CH2:22][CH2:23][CH2:24][C:19]([NH:25][C:26](=[O:32])[O:27][C:28]([CH3:31])([CH3:30])[CH3:29])([CH3:18])[CH2:20]2)=[C:4]2[C:10]([NH:11][C:12](=[O:16])[CH2:13][O:14][CH3:15])=[CH:9][NH:8][C:5]2=[N:6][CH:7]=1. Reported procedure: N-(5-Bromo-4-fluoro-1H-pyrrolo[2,3-b]pyridin-3-yl)-2-methoxyacetamide (100 mg, 0.331 mmol, Example 31, Step A) and tert-butyl 3-methylpiperidin-3-ylcarbamate (213 mg, 0.993 mmol) in n-BuOH (4 mL) were heated to 160° C. for 48 hours in a sealed tube. After concentration, the residue was purified by C-18 reverse phase flash chromatography (Biotage SP4 unit, C-18 25M column, 10-90% CH3CN/water gradient; 30 CV) to yield N-(4-(3-amino-3-methylpiperidin-1-yl)-5-bromo-1H-pyrrolo[2,3-b]pyridin-3-yl)-2-m... Procedure: Alternatively, a solution of 4-chloro-6-(5-chloro-2-methoxy-phenyl)-2-methyl-pyrimidine (50 mg, 0.18 mmol) and 4-chloroaniline (23 mg, 0.18 mmol) in ethanol (10 ml) was stirred at 80° C. under an argon atmosphere for 5 hours. After concentration under vacuum the crude product was crystallized (ethyl acetate) to give the title compound (40 mg, 60% yield). 1H NMR (DMSO-d6) δ 2.53 (s, 3H, CH3), 3.33 (s, 3H, CH3), 7.23 (d, 1H, J=8.9 Hz, Ar), 7.33 (s, 1H, Ar), 7.41 (d, 2H, J=8.9 Hz, Ar), 7.51 (dd, 1H... Solvent: C(C)O (ethanol). Yields the product ClC=1C=CC(=C(C1)C1=CC(=NC(=N1)C)NC1=CC=C(C=C1)Cl)OC ([6-(5-Chloro-2-methoxy-phenyl)-2-methyl-pyrimidin-4-yl]-(4-chloro-phenyl)-amine). RXN SMILES: Cl[C:2]1[CH:7]=[C:6]([C:8]2[CH:13]=[C:12]([Cl:14])[CH:11]=[CH:10][C:9]=2[O:15][CH3:16])[N:5]=[C:4]([CH3:17])[N:3]=1.[Cl:18][C:19]1[CH:25]=[CH:24][C:22]([NH2:23])=[CH:21][CH:20]=1>C(O)C>[Cl:14][C:12]1[CH:11]=[CH:10][C:9]([O:15][CH3:16])=[C:8]([C:6]2[N:5]=[C:4]([CH3:17])[N:3]=[C:2]([NH:23][C:22]3[CH:24]=[CH:25][C:19]([Cl:18])=[CH:20][CH:21]=3)[CH:7]=2)[CH:13]=1. The yield is 61.7%. Reactants: ClC1=NC(=NC(=C1)C1=C(C=CC(=C1)Cl)OC)C (4-chloro-6-(5-chloro-2-methoxy-phenyl)-2-methyl-pyrimidine), ClC1=CC=C(N)C=C1 (4-chloroaniline). The reactants are COc1ccc(COC(C)=O)nc1, Cl, [K+], [K+], [Na+], O=C([O-])O, O=C([O-])[O-]. Product: COc1ccc(CO)nc1. As a reaction SMILES: [CH3:1][O:2][c:3]1[cH:4][cH:5][c:6]([CH2:9][O:10][C:11](=[O:12])[CH3:13])[n:7][cH:8]1.[ClH:25].[K+:19].[K+:20].[Na+:18].[O-:14][C:15]([OH:16])=[O:17].[O-:21][C:22]([O-:23])=[O:24]>>[CH3:1][O:2][c:3]1[cH:4][cH:5][c:6]([CH2:9][OH:10])[n:7][cH:8]1. The reactants are COC(\C=C\C1=C(C=CC=C1)OCCCCCO)=O ((E)-3-[2-[(5-hydroxypentyl)oxy]phenyl]-2-propenoic acid methyl ester), COC(C=CC1=C(C=CC=C1)OCCCCCOS(=O)(=O)C)=O (3-[2-[[5-[(methylsulfonyl)oxy]pentyl]oxy]phenyl]-2-propenoic acid methyl ester). Product: COC(C(=C)C1=C(C=CC=C1)OCCCCCOS(=O)(=O)C)=O (2-[[5-[(Methylsulfonyl)oxy]pentyl]oxy]phenyl-2-propenoic Acid Methyl Ester). RXN SMILES: [CH3:1][O:2][C:3](=[O:19])/C=C/C1C=CC=CC=1OCCCCCO.COC(=O)[CH:23]=[CH:24][C:25]1[CH:30]=[CH:29][CH:28]=[CH:27][C:26]=1[O:31][CH2:32][CH2:33][CH2:34][CH2:35][CH2:36][O:37][S:38]([CH3:41])(=[O:40])=[O:39]>>[CH3:1][O:2][C:3](=[O:19])[C:24]([C:25]1[CH:30]=[CH:29][CH:28]=[CH:27][C:26]=1[O:31][CH2:32][CH2:33][CH2:34][CH2:35][CH2:36][O:37][S:38]([CH3:41])(=[O:39])=[O:40])=[CH2:23]. Procedure details: Using the procedure of example 32, 1.09 g (4.13 mmol) of (E)-3-[2-[(5-hydroxypentyl)oxy]phenyl]-2-propenoic acid methyl ester was converted into 1.37 g (97%) of (E)-(3-[2-[[5-[(methylsulfonyl)oxy]pentyl]oxy]phenyl]-2-propenoic acid methyl ester, as a yellow oil. Reactants: CC1=NC=CC(=C1)C#CC=1N=C(NC1)C (2-methyl-4-(2-methyl-1H-imidazol-4-ylethynyl)-pyridine), FC=1C=C(CBr)C=CC1F (3,4-difluoro-benzylbromide). Product: FC=1C=C(CN2C(=NC(=C2)C#CC2=CC(=NC=C2)C)C)C=CC1F (4-[1-(3,4-Difluoro-benzyl)-2-methyl-1H-imidazol-4-ylethynyl]-2-methyl-pyridine). As a reaction SMILES: [CH3:1][C:2]1[CH:7]=[C:6]([C:8]#[C:9][C:10]2[N:11]=[C:12]([CH3:15])[NH:13][CH:14]=2)[CH:5]=[CH:4][N:3]=1.[F:16][C:17]1[CH:18]=[C:19]([CH:22]=[CH:23][C:24]=1[F:25])[CH2:20]Br>>[F:16][C:17]1[CH:18]=[C:19]([CH:22]=[CH:23][C:24]=1[F:25])[CH2:20][N:13]1[CH:14]=[C:10]([C:9]#[C:8][C:6]2[CH:5]=[CH:4][N:3]=[C:2]([CH3:1])[CH:7]=2)[N:11]=[C:12]1[CH3:15]. Procedure: The title compound, MS: m/e=324.2 (M+H30), was prepared in accordance with the general method of example 1 from 2-methyl-4-(2-methyl-1H-imidazol-4-ylethynyl)-pyridine and 3,4-difluoro-benzylbromide. Starting materials: NN1C(C2=CC=CC=C2C(=N1)S(=O)(=O)C1=CC=CC=C1)=O (2-amino-4-(phenylsulfonyl)phthalazin-1(2H)-one), FC=1C=C(C=C(C1)F)CC(=O)O (2-(3,5-difluorophenyl)acetic acid). Yields the product FC=1C=C(C=C(C1)F)CC(=O)NN1C(C2=CC=CC=C2C(=N1)S(=O)(=O)C1=CC=CC=C1)=O (2-(3,5-difluorophenyl)-N-[1-oxo-4-(phenylsulfonyl)phthalazin-2(1H)-yl]acetamide). As a reaction SMILES: [NH2:1][N:2]1[N:11]=[C:10]([S:12]([C:15]2[CH:20]=[CH:19][CH:18]=[CH:17][CH:16]=2)(=[O:14])=[O:13])[C:9]2[C:4](=[CH:5][CH:6]=[CH:7][CH:8]=2)[C:3]1=[O:21].[F:22][C:23]1[CH:24]=[C:25]([CH2:30][C:31](O)=[O:32])[CH:26]=[C:27]([F:29])[CH:28]=1>>[F:22][C:23]1[CH:24]=[C:25]([CH2:30][C:31]([NH:1][N:2]2[N:11]=[C:10]([S:12]([C:15]3[CH:16]=[CH:17][CH:18]=[CH:19][CH:20]=3)(=[O:14])=[O:13])[C:9]3[C:4](=[CH:5][CH:6]=[CH:7][CH:8]=3)[C:3]2=[O:21])=[O:32])[CH:26]=[C:27]([F:29])[CH:28]=1. Reported procedure: The product from Example 68B and 2-(3,5-difluorophenyl)acetic acid were processed using a method similar to that described in Example 10C to afford the title compound. 1H NMR (500 MHz, CDCl3) δ ppm 8.69-8.72 (m, 1H), 8.44-8.47 (m, 1H), 8.31-8.35 (bs, 1H), 8.00-8.06 (m, 2H), 7.93-7.98 (m, 1H), 7.85-7.90 (m, 1H), 7.66-7.70 (m, 1H), 7.55-7.61 (m, 2H), 6.82-6.91 (m, 2H), 6.74-6.81 (m, 1H), 3.69-3.74 (bs, 2H); MS (APCI+) M/Z 456 (M+H)+. Starting materials: Cl, NC(C(=O)O)c1ccccc1, [NH4+], C1COCCO1, O. Yields the product NC(=O)C(N)c1ccccc1. Reaction SMILES: [ClH:1].[NH2:2][CH:3]([C:4](=[O:5])[OH:6])[c:7]1[cH:8][cH:9][cH:10][cH:11][cH:12]1.[NH4+:14].[O:15]1[CH2:16][CH2:17][O:18][CH2:19][CH2:20]1.[OH2:13]>>[NH2:2][CH:3]([C:4](=[O:5])[NH2:14])[c:7]1[cH:8][cH:9][cH:10][cH:11][cH:12]1. Reactants: COC=1C=CC2=C(C(=NO2)N(CCN2CCOCC2)C)C1 (5-Methoxy-N-methyl-N-[2-(4-morpholinyl)ethyl]-1,2-benzisoxazol-3-amine), C(=O)([O-])[O-].[Na+].[Na+] (Na2CO3). The solvent is Br (hydrobromic acid). Product: N1(CCOCC1)CCN(C1=NOC2=C1C=C(C=C2)O)C (3-[[2-(4-Morpholinyl)ethyl]methylamino]-1,2-benzisoxazol-5-ol). Yield: 84.9%. Reaction SMILES: C[O:2][C:3]1[CH:4]=[CH:5][C:6]2[O:10][N:9]=[C:8]([N:11]([CH3:20])[CH2:12][CH2:13][N:14]3[CH2:19][CH2:18][O:17][CH2:16][CH2:15]3)[C:7]=2[CH:21]=1.C([O-])([O-])=O.[Na+].[Na+]>Br>[N:14]1([CH2:13][CH2:12][N:11]([CH3:20])[C:8]2[C:7]3[CH:21]=[C:3]([OH:2])[CH:4]=[CH:5][C:6]=3[O:10][N:9]=2)[CH2:19][CH2:18][O:17][CH2:16][CH2:15]1 |f:1.2.3|. Procedure: 5-Methoxy-N-methyl-N-[2-(4-morpholinyl)ethyl]-1,2-benzisoxazol-3-amine (2.6 g) was dissolved in 48% hydrobromic acid (40 ml) and heated to reflux under nitrogen for 6 hours. The reaction was cooled to room temperature, neutralized with saturated Na2CO3 solution, and extracted with EtOAc. The organic phase was dried over MgSO4 and concentrated in vacuo. Flash chromatography (silica gel) eluting with 1:1:20 acetone/MeOH/DCM provided the pure product (2.1 g), 153-154° C. The reactants are C(C1=CC=CC=C1)OC(=O)N[C@H](C(=O)OC)CCC#N (methyl (2S)-2-benzyloxycarbonylamino-4-cyanobutyrate), C(CCC)[Sn](CCCC)(CCCC)N=[N+]=[N-] (tri-n-butyltin azide). Solvent: C1CCOC1 (THF). The product is C(C1=CC=CC=C1)OC(=O)N[C@H](C(=O)OC)CCC1=NN=NN1 (Methyl (2S)-2-benzyloxycarbonylamino-4-(tetrazol-5-yl)butyrate). RXN SMILES: [CH2:1]([O:8][C:9]([NH:11][C@@H:12]([CH2:17][CH2:18][C:19]#[N:20])[C:13]([O:15][CH3:16])=[O:14])=[O:10])[C:2]1[CH:7]=[CH:6][CH:5]=[CH:4][CH:3]=1.C([Sn]([N:34]=[N+:35]=[N-:36])(CCCC)CCCC)CCC>C1COCC1>[CH2:1]([O:8][C:9]([NH:11][C@@H:12]([CH2:17][CH2:18][C:19]1[NH:36][N:35]=[N:34][N:20]=1)[C:13]([O:15][CH3:16])=[O:14])=[O:10])[C:2]1[CH:3]=[CH:4][CH:5]=[CH:6][CH:7]=1. Procedure: A mixture of methyl (2S)-2-benzyloxycarbonylamino-4-cyanobutyrate (10 g), tri-n-butyltin azide [prepared according to the method in Rec. Trav. Chim. Pavs-Bas, 1963, 81, 286; 12 g] and THF (60 ml) was stirred and heated to reflux for 40 hours. The mixture was evaporated. The resultant brown oil was triturated in diethyl ether which had been saturated with hydrogen chloride gas. The precipitate was isolated and washed with diethyl ether. There was thus obtained methyl (2S)-2-benzyloxycarbonyl-amin...